This data is from the Open Reaction Database (ORD), a public repository of structured organic reaction records. The task is: describe an organic reaction: reactants, conditions, products, and yield Starting materials: NC1=C(C=NC=C1)O (4-Amino-3-pyridinol), COC(N)(N1CCCCC1)OC (1-piperidinylformamide dimethyl acetal). Reaction conditions: temperature 100 celsius. The product is N1(CCCCC1)C=NC1=C(C=NC=C1)O (4-[[(1-Piperidinyl)methylene]amino]-3-pyridinol). RXN SMILES: [NH2:1][C:2]1[CH:7]=[CH:6][N:5]=[CH:4][C:3]=1[OH:8].CO[C:11](OC)([N:13]1[CH2:18][CH2:17][CH2:16][CH2:15][CH2:14]1)N>>[N:13]1([CH:11]=[N:1][C:2]2[CH:7]=[CH:6][N:5]=[CH:4][C:3]=2[OH:8])[CH2:18][CH2:17][CH2:16][CH2:15][CH2:14]1. Reported procedure: 4-Amino-3-pyridinol (3.3 g) was added to 1-piperidinylformamide dimethyl acetal (50 ml) and the mixture was stirred at 100° C. until it became homogeneous (approximately one minute). The reaction mixture was cooled, and placed in an ice bath for a half hour. The crystallized product was filtered, washed well with diethyl ether, and air dried to yield 4.64 g of product. This was recrystallized from ethyl acetate and dried under high vacuum and refluxing ethanol overnight to yield 3.39 g of fluffy... Starting materials: C(C)(=O)OC1CCC2=C(C=CC=C12)C=1SC=CC1 (4-(2-thienyl)-1-indanyl acetate), [OH-].[K+] (potassium hydroxide). The solvent is O (water), C(C)O (ethanol), O (water). Reaction conditions: time 3 hour. The product is S1C(=CC=C1)C1=C2CCC(C2=CC=C1)O (4-(2-thienyl)-1-indanol). Yield: 79.3%. Reaction SMILES: C([O:4][CH:5]1[C:13]2[C:8](=[C:9]([C:14]3[S:15][CH:16]=[CH:17][CH:18]=3)[CH:10]=[CH:11][CH:12]=2)[CH2:7][CH2:6]1)(=O)C.[OH-].[K+]>O.C(O)C>[S:15]1[CH:16]=[CH:17][CH:18]=[C:14]1[C:9]1[CH:10]=[CH:11][CH:12]=[C:13]2[C:8]=1[CH2:7][CH2:6][CH:5]2[OH:4] |f:1.2|. Reported procedure: To 3.5 g (0.014 mole) of 4-(2-thienyl)-1-indanyl acetate was added a solution of 1.1 g (0.019 mole) of potassium hydroxide in 19.5 mL of water and 39 mL of ethanol. The reaction mixture was stirred for three hours at 60°-70° C., then for 16 hours at ambient temperature. The reaction mixture was concentrated under reduced pressure to give an oil residue. The oil was slurried in 75 mL of water for one hour, causing the oil to solidify. The solid was washed with water, air dried, then recrystallize... Reactants: Cl[Si](O[Si](C)(C=C)Cl)(C)C=C (1,3-dichloro-1,3-divinyl-1,3-dimethyldisiloxane), C[Mg]Cl (methyl magnesium chloride), [Mg] (magnesium), Cl (hydrochloric acid), paraffin, CCl (methylchloride), [Mg] (magnesium), O1CCCC1 (tetrahydrofuran). Solvent: O (water), O (water). Product: C[Mg]Cl (methyl magnesium chloride), C(=C)[Si](O[Si](C)(C)C=C)(C)C (1,3-divinyl-1,1,3,3-tetramethyldisiloxane). As a reaction SMILES: [CH3:1]Cl.[Mg].Cl[Si:5]([CH:13]=C)([CH3:12])[O:6][Si:7](Cl)([CH:9]=[CH2:10])[CH3:8].[CH3:15][Mg:16][Cl:17].Cl.O1[CH2:23][CH2:22]CC1>O>[CH3:15][Mg:16][Cl:17].[CH:9]([Si:7]([CH3:1])([CH3:8])[O:6][Si:5]([CH:22]=[CH2:23])([CH3:13])[CH3:12])=[CH2:10]. Reported procedure: A methyl magnesium chloride solution is prepared by adding methylchloride to a mixture consisting of 1000 milliliters of tetrahydrofuran and 97.2 grams (4 mol) of magnesium in the form of magnesium shavings until the shavings have dissolved. About 400 grams (1.76 mol) of 1,3-dichloro-1,3-divinyl-1,3-dimethyldisiloxane is added dropwise to the methyl magnesium chloride solution with constant agitation and at a temperature between 25° and 75° C. About 1000 milliliters of paraffin oil having a boil... Reactants: C(C)(=O)C1=C(C=C(C(=C1)CO)OCCCCC#N)OCCCCC#N (5,5'-[(4-acetyl-6-hydroxymethyl-1,3-phenylene)bis(oxy)]bis[pentanenitrile]), oil, [H-].[Na+] (sodium hydride), CI (methyl iodide). Solvent: CN(C=O)C (dimethylformamide), CN(C=O)C (dimethylformamide). Reaction conditions: time 8 hour. Product: C(C)(=O)C1=C(C=C(C(=C1)COC)OCCCCC#N)OCCCCC#N (5,5'-[(4-Acetyl-6-methoxymethyl-1,3-phenylene)bis(oxy)]bis[pentanenitrile]). As a reaction SMILES: [C:1]([C:4]1[CH:9]=[C:8]([CH2:10][OH:11])[C:7]([O:12][CH2:13][CH2:14][CH2:15][CH2:16][C:17]#[N:18])=[CH:6][C:5]=1[O:19][CH2:20][CH2:21][CH2:22][CH2:23][C:24]#[N:25])(=[O:3])[CH3:2].[H-].[Na+].[CH3:28]I>CN(C)C=O>[C:1]([C:4]1[CH:9]=[C:8]([CH2:10][O:11][CH3:28])[C:7]([O:12][CH2:13][CH2:14][CH2:15][CH2:16][C:17]#[N:18])=[CH:6][C:5]=1[O:19][CH2:20][CH2:21][CH2:22][CH2:23][C:24]#[N:25])(=[O:3])[CH3:2] |f:1.2|. Procedure details: A mixture of 688 mg of 5,5'-[(4-acetyl-6-hydroxymethyl-1,3-phenylene)bis(oxy)]bis[pentanenitrile] in 15 ml of dimethylformamide was added to a suspension of 0.184 g of a 50% oil dispersion of sodium hydride and 0.62 ml of methyl iodide in 45 ml of dimethylformamide at 0° C. The reaction was allowed to come to room temperature and stirred overnight. The reaction mixture was partitioned between ethyl acetate and dilute hydrochloric acid to which sodium chloride had been added. The organic layer wa... Starting materials: ClC=1C=C(C=NC1OC1=CC(=CC(=C1)C(=O)NC1=NN(C=C1)C)O[C@H](CO[Si](C)(C)C(C)(C)C)C)C(=O)OC (methyl 5-chloro-6-[(3-[((1S)-2-{[(1,1-dimethylethyl)(dimethyl)silyl]oxy}-1-methylethyl)oxy]-5-{[(1-methyl-1H-pyrazol-3-yl)amino]carbonyl}phenyl)oxy]pyridine-3-carboxylate), O.[OH-].[Li+] (lithium hydroxide monohydrate). The solvent is C1CCOC1 (THF), O (water). Run at time 8 hour. The product is ClC=1C=C(C=NC1OC1=CC(=CC(=C1)C(=O)NC1=NN(C=C1)C)O[C@H](CO[Si](C)(C)C(C)(C)C)C)C(=O)O (5-Chloro-6-[(3-[((1S)-2-{[(1,1-dimethylethyl)(dimethyl)silyl]oxy}-1-methylethyl)oxy]-5-{[(1-methyl-1H-pyrazol-3-yl)amino]carbonyl}phenyl)oxy]pyridine-3-carboxylic acid). Isolated yield 93.8%. Reaction SMILES: [Cl:1][C:2]1[CH:3]=[C:4]([C:36]([O:38]C)=[O:37])[CH:5]=[N:6][C:7]=1[O:8][C:9]1[CH:14]=[C:13]([C:15]([NH:17][C:18]2[CH:22]=[CH:21][N:20]([CH3:23])[N:19]=2)=[O:16])[CH:12]=[C:11]([O:24][C@@H:25]([CH3:35])[CH2:26][O:27][Si:28]([C:31]([CH3:34])([CH3:33])[CH3:32])([CH3:30])[CH3:29])[CH:10]=1.O.[OH-].[Li+]>C1COCC1.O>[Cl:1][C:2]1[CH:3]=[C:4]([C:36]([OH:38])=[O:37])[CH:5]=[N:6][C:7]=1[O:8][C:9]1[CH:14]=[C:13]([C:15]([NH:17][C:18]2[CH:22]=[CH:21][N:20]([CH3:23])[N:19]=2)=[O:16])[CH:12]=[C:11]([O:24][C@@H:25]([CH3:35])[CH2:26][O:27][Si:28]([C:31]([CH3:33])([CH3:34])[CH3:32])([CH3:30])[CH3:29])[CH:10]=1 |f:1.2.3|. Procedure: To a solution of methyl 5-chloro-6-[(3-[((1S)-2-{[(1,1-dimethylethyl)(dimethyl)silyl]oxy}-1-methylethyl)oxy]-5-{[(1-methyl-1H-pyrazol-3-yl)amino]carbonyl}phenyl)oxy]pyridine-3-carboxylate (1.2 g, 2.09 mmol) in THF (50 mL) was added a solution of lithium hydroxide monohydrate (0.219 g, 5.22 mmol) in water (30 mL). The mixture was allowed to stir under RT overnight. The THF was removed in vacuo and the resulting solution was partitioned between water (50 mL) and ethyl acetate (75 mL), and the ethy... The reactants are CCC(CC)c1cc(C)nn2c(-c3sc(Br)cc3C)c(C)nc12, BrBr, CC(=O)O, [Na+], [OH-]. Yields the product CCC(CC)c1cc(C)nn2c(-c3sc(Br)c(Br)c3C)c(C)nc12. RXN SMILES: [Br:1][c:2]1[cH:3][c:4]([CH3:23])[c:5](-[c:7]2[c:8]([CH3:22])[n:9][c:10]3[n:11]2[n:12][c:13]([CH3:21])[cH:14][c:15]3[CH:16]([CH2:17][CH3:18])[CH2:19][CH3:20])[s:6]1.[Br:24][Br:25].[C:28]([OH:29])(=[O:30])[CH3:31].[Na+:27].[OH-:26]>>[Br:1][c:2]1[c:3]([Br:24])[c:4]([CH3:23])[c:5](-[c:7]2[c:8]([CH3:22])[n:9][c:10]3[n:11]2[n:12][c:13]([CH3:21])[cH:14][c:15]3[CH:16]([CH2:17][CH3:18])[CH2:19][CH3:20])[s:6]1. The reactants are Brc1csc(Br)n1, CCOC(=O)OCC, C1CCOC1. The product is CCOC(=O)c1nc(Br)cs1. RXN SMILES: [Br:1][c:2]1[n:3][c:4]([Br:7])[s:5][cH:6]1.[C:8]([O:9][CH2:10][CH3:11])([O:12][CH2:14][CH3:15])=[O:13].[CH2:16]1[O:17][CH2:18][CH2:19][CH2:20]1>>[Br:1][c:2]1[n:3][c:4]([C:8]([O:9][CH2:10][CH3:11])=[O:12])[s:5][cH:6]1.